This data is from the Open Reaction Database (ORD), a public repository of structured organic reaction records. The task is: describe an organic reaction: reactants, conditions, products, and yield Starting materials: C(C)(C)(C)OC(=O)N1C[C@@]2(CC1)CN(CC2)C2=CC=C(C=C2)N2C(C1=CC=C(C=C1C=C2)OC)=O ((S)-7-[4-(6-methoxy-1-oxo-1H-isoquinolin-2-yl)-phenyl]-2,7-diaza-spiro[4.4]nonane-2-carboxylic acid tert-butyl ester), Br (hydrogen bromide). The product is C1N(CC[C@@]12CNCC2)C2=CC=C(C=C2)N2C(C1=CC=C(C=C1C=C2)O)=O (2-[(S)-4-(2,7-Diaza-spiro[4.4]non-2-yl)-phenyl]-6-hydroxy-2H-isoquinolin-1-one). RXN SMILES: C(OC([N:8]1[CH2:12][CH2:11][C@:10]2([CH2:16][CH2:15][N:14]([C:17]3[CH:22]=[CH:21][C:20]([N:23]4[CH:32]=[CH:31][C:30]5[C:25](=[CH:26][CH:27]=[C:28]([O:33]C)[CH:29]=5)[C:24]4=[O:35])=[CH:19][CH:18]=3)[CH2:13]2)[CH2:9]1)=O)(C)(C)C.Br>>[CH2:13]1[C@@:10]2([CH2:11][CH2:12][NH:8][CH2:9]2)[CH2:16][CH2:15][N:14]1[C:17]1[CH:22]=[CH:21][C:20]([N:23]2[CH:32]=[CH:31][C:30]3[C:25](=[CH:26][CH:27]=[C:28]([OH:33])[CH:29]=3)[C:24]2=[O:35])=[CH:19][CH:18]=1. Reported procedure: According to Method L, (S)-7-[4-(6-methoxy-1-oxo-1H-isoquinolin-2-yl)-phenyl]-2,7-diaza-spiro[4.4]nonane-2-carboxylic acid tert-butyl ester was treated with hydrogen bromide. In this way the product was obtained with molecular weight 361.45 (C22H23N3O2); MS (ESI): 362 (M+H+). Reactants: O=C1CCC(=O)N1Br, N#Cc1ccc(-n2ccc(OCc3ccccc3)cc2=O)cc1, CC#N. Yields the product N#Cc1ccc(-n2ccc(OCc3ccccc3)c(Br)c2=O)cc1. RXN SMILES: [Br:24][N:25]1[C:26](=[O:27])[CH2:28][CH2:29][C:30]1=[O:31].[CH2:1]([c:2]1[cH:3][cH:4][cH:5][cH:6][cH:7]1)[O:8][c:9]1[cH:10][c:11](=[O:23])[n:12](-[c:15]2[cH:16][cH:17][c:18]([C:19]#[N:20])[cH:21][cH:22]2)[cH:13][cH:14]1.[CH3:32][C:33]#[N:34]>>[CH2:1]([c:2]1[cH:3][cH:4][cH:5][cH:6][cH:7]1)[O:8][c:9]1[c:10]([Br:24])[c:11](=[O:23])[n:12](-[c:15]2[cH:16][cH:17][c:18]([C:19]#[N:20])[cH:21][cH:22]2)[cH:13][cH:14]1. Starting materials: CC#N, Fc1cccc(Oc2ccc(N=C=S)nc2)c1, NC1C2COc3c(F)ccc(F)c3C12. Yields the product Fc1cccc(Oc2ccc(NC(=S)NC3C4COc5c(F)ccc(F)c5C43)nc2)c1. Reaction SMILES: [CH3:32][C:33]#[N:34].[F:15][c:16]1[cH:17][c:18]([O:19][c:20]2[cH:21][cH:22][c:23]([N:26]=[C:27]=[S:28])[n:24][cH:25]2)[cH:29][cH:30][cH:31]1.[F:1][c:2]1[cH:3][cH:4][c:5]([F:14])[c:6]2[c:11]1[O:10][CH2:9][CH:8]1[CH:7]2[CH:12]1[NH2:13]>>[F:1][c:2]1[cH:3][cH:4][c:5]([F:14])[c:6]2[c:11]1[O:10][CH2:9][CH:8]1[CH:7]2[CH:12]1[NH:13][C:27]([NH:26][c:23]1[cH:22][cH:21][c:20]([O:19][c:18]2[cH:17][c:16]([F:15])[cH:31][cH:30][cH:29]2)[cH:25][n:24]1)=[S:28]. The reactants are COc1ccc(C2(C)CSc3cc(OC)ccc3C2(O)C#CCCCCCCCO[Si](C)(C)C(C)(C)C)cc1, [BH3-]C#N, ClCCCl, [I-], [I-], [Na+], O, [Zn+2]. Yields the product COc1ccc(C2(C)CSc3cc(OC)ccc3C2C#CCCCCCCCO[Si](C)(C)C(C)(C)C)cc1. As a reaction SMILES: [C:1]([CH3:2])([CH3:3])([CH3:4])[Si:5]([O:6][CH2:7][CH2:8][CH2:9][CH2:10][CH2:11][CH2:12][CH2:13][C:14]#[C:15][C:16]1([OH:37])[C:17]([CH3:28])([c:29]2[cH:30][cH:31][c:32]([O:35][CH3:36])[cH:33][cH:34]2)[CH2:18][S:19][c:20]2[cH:21][c:22]([O:26][CH3:27])[cH:23][cH:24][c:25]21)([CH3:38])[CH3:39].[C:40]([BH3-:41])#[N:42].[Cl:45][CH2:46][CH2:47][Cl:48].[I-:49].[I-:51].[Na+:43].[OH2:44].[Zn+2:50]>>[C:1]([CH3:2])([CH3:3])([CH3:4])[Si:5]([O:6][CH2:7][CH2:8][CH2:9][CH2:10][CH2:11][CH2:12][CH2:13][C:14]#[C:15][CH:16]1[C:17]([CH3:28])([c:29]2[cH:30][cH:31][c:32]([O:35][CH3:36])[cH:33][cH:34]2)[CH2:18][S:19][c:20]2[cH:21][c:22]([O:26][CH3:27])[cH:23][cH:24][c:25]21)([CH3:38])[CH3:39].